This data is from the Open Reaction Database (ORD), a public repository of structured organic reaction records. The task is: describe an organic reaction: reactants, conditions, products, and yield Starting materials: OC1=CC=C(C=O)C=C1 (4-hydroxybenzaldehyde), [OH-].[Na+] (NaOH), FC=1C=C(CCl)C=CC1 (3-fluorobenzyl chloride). Run in C(C)O (ethanol). The product is FC=1C=C(COC2=CC=C(C=O)C=C2)C=CC1 (4-(3-fluoro-benzyloxy)benzaldehyde). Yield: 101.8%. RXN SMILES: [F:1][C:2]1[CH:3]=[C:4]([CH:7]=[CH:8][CH:9]=1)[CH2:5]Cl.[OH:10][C:11]1[CH:18]=[CH:17][C:14]([CH:15]=[O:16])=[CH:13][CH:12]=1.[OH-].[Na+]>C(O)C>[F:1][C:2]1[CH:3]=[C:4]([CH:7]=[CH:8][CH:9]=1)[CH2:5][O:10][C:11]1[CH:18]=[CH:17][C:14]([CH:15]=[O:16])=[CH:13][CH:12]=1 |f:2.3|. Reported procedure: Accordingly, 3-fluorobenzyl chloride (14.5 g, 100 mmol) is added under stirring and under nitrogen atmosphere to a solution of 4-hydroxybenzaldehyde (12.2 g, 100 mmol) and of NaOH (4.0 g, 100 mmol) in ethanol (100 mL). The mixture is gradually heated in 25 minutes to reflux and stirred at reflux temperature for 6 hours and 20 minutes. The reaction mixture is filtrated and then concentrated at reduced pressure to obtain 4-(3-fluoro-benzyloxy)benzaldehyde (23.43 g) as a yellow solid residue. Dichl...